From a dataset of the Open Reaction Database (ORD), a public repository of structured organic reaction records. describe an organic reaction: reactants, conditions, products, and yield The reactants are C(C)(C)(C)C1=CC(=C(C=N1)C=1N([C@]([C@](N1)(C)C1=CC=C(C=C1)Cl)(C)C1=CC=C(C=C1)Cl)C(=O)Cl)OCC ((4S,5R)-2-(6-tert-butyl-4-ethoxy-pyridin-3-yl)-4,5-bis-(4-chloro-phenyl)-4,5-dimethyl-4,5-dihydro-imidazole-1-carbonyl chloride), FC(CCN1CCNCC1)(F)F (1-(3,3,3-trifluoro-propyl)-piperazine). The product is C(C)(C)(C)C1=CC(=C(C=N1)C=1N([C@]([C@](N1)(C)C1=CC=C(C=C1)Cl)(C)C1=CC=C(C=C1)Cl)C(=O)N1CCN(CC1)CCC(F)(F)F)OCC ([(4S,5R)-2-(6-tert-Butyl-4-ethoxy-pyridin-3-yl)-4,5-bis-(4-chloro-phenyl)-4,5-dimethyl-4,5-dihydro-imidazol-1-yl]-[4-(3,3,3-trifluoro-propyl)-piperazin-1-yl]-methanone). RXN SMILES: [C:1]([C:5]1[N:10]=[CH:9][C:8]([C:11]2[N:12]([C:32](Cl)=[O:33])[C@@:13]([C:25]3[CH:30]=[CH:29][C:28]([Cl:31])=[CH:27][CH:26]=3)([CH3:24])[C@@:14]([C:17]3[CH:22]=[CH:21][C:20]([Cl:23])=[CH:19][CH:18]=3)([CH3:16])[N:15]=2)=[C:7]([O:35][CH2:36][CH3:37])[CH:6]=1)([CH3:4])([CH3:3])[CH3:2].[F:38][C:39]([F:49])([F:48])[CH2:40][CH2:41][N:42]1[CH2:47][CH2:46][NH:45][CH2:44][CH2:43]1>>[C:1]([C:5]1[N:10]=[CH:9][C:8]([C:11]2[N:12]([C:32]([N:45]3[CH2:44][CH2:43][N:42]([CH2:41][CH2:40][C:39]([F:48])([F:49])[F:38])[CH2:47][CH2:46]3)=[O:33])[C@@:13]([C:25]3[CH:30]=[CH:29][C:28]([Cl:31])=[CH:27][CH:26]=3)([CH3:24])[C@@:14]([C:17]3[CH:18]=[CH:19][C:20]([Cl:23])=[CH:21][CH:22]=3)([CH3:16])[N:15]=2)=[C:7]([O:35][CH2:36][CH3:37])[CH:6]=1)([CH3:2])([CH3:3])[CH3:4]. Reported procedure: In a manner analogous to the method described in examples 8, (4S,5R)-2-(6-tert-butyl-4-ethoxy-pyridin-3-yl)-4,5-bis-(4-chloro-phenyl)-4,5-dimethyl-4,5-dihydro-imidazole-1-carbonyl chloride (example 51) was coupled with 1-(3,3,3-trifluoro-propyl)-piperazine (prepared as described in Fotouhi, N. et al. WO 2005110996) to give the title compound. HR-MS (ES, m/z) calculated for C36H43Cl2F3N5O2 [(M+H)+] 704.2741, observed 704.274.